This data is from the Open Reaction Database (ORD), a public repository of structured organic reaction records. The task is: describe an organic reaction: reactants, conditions, products, and yield Reactants: O=C([O-])[O-], CCOC(=O)C(Cc1ccc(O)cc1)OC, Cc1ccc(S(=O)(=O)OCCC2CN(Cc3ccc(C(F)(F)F)cc3)C(=O)N2C)cc1, [Cs+], [Cs+], CN(C)C=O. Product: CCOC(=O)C(Cc1ccc(OCCC2CN(Cc3ccc(C(F)(F)F)cc3)C(=O)N2C)cc1)OC. As a reaction SMILES: [C:48](=[O:49])([O-:50])[O-:51].[CH2:1]([CH3:2])[O:3][C:4]([CH:5]([CH2:6][c:7]1[cH:8][cH:9][c:10]([OH:13])[cH:11][cH:12]1)[O:14][CH3:15])=[O:16].[CH3:17][N:18]1[C:19](=[O:47])[N:20]([CH2:36][c:37]2[cH:38][cH:39][c:40]([C:43]([F:44])([F:45])[F:46])[cH:41][cH:42]2)[CH2:21][CH:22]1[CH2:23][CH2:24][O:25][S:26]([c:27]1[cH:28][cH:29][c:30]([CH3:31])[cH:32][cH:33]1)(=[O:34])=[O:35].[Cs+:52].[Cs+:53].[O:54]=[CH:55][N:56]([CH3:57])[CH3:58]>>[CH2:1]([CH3:2])[O:3][C:4]([CH:5]([CH2:6][c:7]1[cH:8][cH:9][c:10]([O:13][CH2:24][CH2:23][CH:22]2[N:18]([CH3:17])[C:19](=[O:47])[N:20]([CH2:36][c:37]3[cH:38][cH:39][c:40]([C:43]([F:44])([F:45])[F:46])[cH:41][cH:42]3)[CH2:21]2)[cH:11][cH:12]1)[O:14][CH3:15])=[O:16]. Reactants: FC(C(=O)O)(F)F (Trifluoroacetic acid), COC=1C=C2C(=CC=NC2=CC1OCCNC(=NC(=O)OC(C)(C)C)NC(=O)OC(C)(C)C)OC=1C(=NC2=CC=CC=C2C1)C (N-{2-[6-methoxy-4-(2-methyl-quinolin-3-yloxy)-quinolin-7-yloxy]-ethyl}-N′,N″-diboc-guanidine), [OH-].[Na+] (sodium hydroxide). Reaction conditions: temperature 0 celsius, time 2 hour. Product: COC=1C=C2C(=CC=NC2=CC1OCCNC(=N)N)OC=1C(=NC2=CC=CC=C2C1)C (N-{2-[6-Methoxy-4-(2-methyl-quinolin-3-yloxy)-quinolin-7-yloxy]-ethyl}-guanidine). The yield is 100.0%. As a reaction SMILES: FC(F)(F)C(O)=O.[CH3:8][O:9][C:10]1[CH:11]=[C:12]2[C:17](=[CH:18][C:19]=1[O:20][CH2:21][CH2:22][NH:23][C:24]([NH:33]C(OC(C)(C)C)=O)=[N:25]C(OC(C)(C)C)=O)[N:16]=[CH:15][CH:14]=[C:13]2[O:41][C:42]1[C:43]([CH3:52])=[N:44][C:45]2[C:50]([CH:51]=1)=[CH:49][CH:48]=[CH:47][CH:46]=2.[OH-].[Na+]>>[CH3:8][O:9][C:10]1[CH:11]=[C:12]2[C:17](=[CH:18][C:19]=1[O:20][CH2:21][CH2:22][NH:23][C:24]([NH2:33])=[NH:25])[N:16]=[CH:15][CH:14]=[C:13]2[O:41][C:42]1[C:43]([CH3:52])=[N:44][C:45]2[C:50]([CH:51]=1)=[CH:49][CH:48]=[CH:47][CH:46]=2 |f:2.3|. Procedure: Trifluoroacetic acid (1 ml) was added to N-{2-[6-methoxy-4-(2-methyl-quinolin-3-yloxy)-quinolin-7-yloxy]-ethyl}-N′,N″-diboc-guanidine (222 mg) at 0° C., and the mixture was then stirred at 0° C. for 2 hr. The reaction solution was made alkaline by the addition of a 1 N aqueous sodium hydroxide solution and was extracted with n-butanol. The n-butanol layer was washed with water and was then dried over anhydrous magnesium sulfate. The solvent was removed by distillation under the reduced pressure,... The reactants are CC(C)(C)OC(=O)CN1CC(c2ccc(F)cc2)CCC(N)C1=O, CCCCOC(=O)C(CCc1ccccc1)OS(=O)(=O)C(F)(F)F. Yields the product CCCCOC(=O)C(CCc1ccccc1)NC1CCC(c2ccc(F)cc2)CN(CC(=O)OC(C)(C)C)C1=O. As a reaction SMILES: [NH2:1][CH:2]1[C:3](=[O:24])[N:4]([CH2:16][C:17](=[O:18])[O:19][C:20]([CH3:21])([CH3:22])[CH3:23])[CH2:5][CH:6]([c:9]2[cH:10][cH:11][c:12]([F:15])[cH:13][cH:14]2)[CH2:7][CH2:8]1.[c:25]1([CH2:31][CH2:32][CH:33]([C:34](=[O:35])[O:36][CH2:37][CH2:38][CH2:39][CH3:40])[O:41][S:42]([C:43]([F:44])([F:45])[F:46])(=[O:47])=[O:48])[cH:26][cH:27][cH:28][cH:29][cH:30]1>>[NH:1]([CH:2]1[C:3](=[O:24])[N:4]([CH2:16][C:17](=[O:18])[O:19][C:20]([CH3:21])([CH3:22])[CH3:23])[CH2:5][CH:6]([c:9]2[cH:10][cH:11][c:12]([F:15])[cH:13][cH:14]2)[CH2:7][CH2:8]1)[CH:33]([CH2:32][CH2:31][c:25]1[cH:26][cH:27][cH:28][cH:29][cH:30]1)[C:34](=[O:35])[O:36][CH2:37][CH2:38][CH2:39][CH3:40]. Reactants: C(=O)(O)[O-].[Na+] (NaHCO3), Cl (hydrochloric acid), [OH-].[Na+] (sodium hydroxide), ClP(=O)(Cl)N=C=O (Dichlorophosphinyl isocyanate), O1C(=CC=C1)/C(/C(=O)N[C@H]1[C@@H]2N(C(=C(CS2)CO)C(=O)O)C1=O)=N/OC ((6R,7R)-7-[Z-2-(fur-2-yl)-2-methoxyiminoacetamido]-3-hydroxymethylceph-3-em-4-carboxylic acid). Solvent: O (water), C(C)(=O)O (acetic acid), CO (methanol), C(Cl)(Cl)Cl (chloroform), C(C)#N (acetonitrile). Reaction conditions: time 15 minute. Yields the product CO/N=C(/C1=CC=CO1)\C(=O)N[C@H]2[C@@H]3N(C2=O)C(=C(CS3)COC(=O)N)C(=O)O (Cefuroxime). The yield is 75.0%. As a reaction SMILES: ClP([N:5]=[C:6]=[O:7])(Cl)=O.[O:8]1[CH:12]=[CH:11][CH:10]=[C:9]1/[C:13](=[N:31]/[O:32][CH3:33])/[C:14]([NH:16][C@@H:17]1[C:29](=[O:30])[N:19]2[C:20]([C:26]([OH:28])=[O:27])=[C:21]([CH2:24][OH:25])[CH2:22][S:23][C@H:18]12)=[O:15].C([O-])(O)=O.[Na+].Cl.[OH-].[Na+]>C(#N)C.O.C(O)(=O)C.CO.C(Cl)(Cl)Cl>[CH3:33][O:32]/[N:31]=[C:13](\[C:14]([NH:16][C@@H:17]1[C:29](=[O:30])[N:19]2[C:20]([C:26]([OH:28])=[O:27])=[C:21]([CH2:24][O:25][C:6]([NH2:5])=[O:7])[CH2:22][S:23][C@H:18]12)=[O:15])/[C:9]1[O:8][CH:12]=[CH:11][CH:10]=1 |f:2.3,5.6|. Procedure details: Dichlorophosphinyl isocyanate (1.46 ml) was added to a stirred suspension of (6R,7R)-7-[Z-2-(fur-2-yl)-2-methoxyiminoacetamido]-3-hydroxymethylceph-3-em-4-carboxylic acid (3.81 g) in acetonitrile (50 ml) cooled to 5°. The reaction mixture was stirred at 5° for 15 minutes and then added to a solution of NaHCO3 (5.1 g) in water (100 ml). This mixture was stirred for 10 minutes when the pH was adjusted from 7.4 to 5.0 with hydrochloric acid. The pH fell to 3.0 after a further 10 minutes so it was r... Starting materials: Cc1ccc(Cl)c(C(=O)O)c1F, ClCCl, CN(C)C=O, O=S(Cl)Cl. The product is Cc1ccc(Cl)c(C(N)=O)c1F. Reaction SMILES: [Cl:1][c:2]1[c:3]([C:4](=[O:5])[OH:6])[c:7]([F:12])[c:8]([CH3:11])[cH:9][cH:10]1.[Cl:22][CH2:23][Cl:24].[O:17]=[CH:18][N:19]([CH3:20])[CH3:21].[S:13]([Cl:14])([Cl:15])=[O:16]>>[Cl:1][c:2]1[c:3]([C:4](=[O:5])[NH2:19])[c:7]([F:12])[c:8]([CH3:11])[cH:9][cH:10]1. The reactants are C(C1=CC=CC=C1)OC=1C(=C(C=CC1)C(=O)C1=CNC2=NC=C(C=C21)Cl)OCC2CC2 ([3-benzyloxy-2-cyclopropylmethoxy-phenyl]-(5-chloro-1H-pyrrolo[2,3-b]pyridin-3-yl)-methanone). Reagents/catalysts: [Pd] (palladium on carbon). Run in CO (methanol), O1CCCC1 (tetrahydrofuran). Run at time 8 hour. Yields the product ClC=1C=C2C(=NC1)NC=C2C(=O)C2=C(C(=CC=C2)O)OCC2CC2 ((5-chloro-1H-pyrrolo[2,3-b]pyridin-3-yl)-(2-cyclopropylmethoxy-3-hydroxy-phenyl)-methanone). The yield is 32.3%. Reaction SMILES: C([O:8][C:9]1[C:10]([O:27][CH2:28][CH:29]2[CH2:31][CH2:30]2)=[C:11]([C:15]([C:17]2[C:25]3[C:20](=[N:21][CH:22]=[C:23]([Cl:26])[CH:24]=3)[NH:19][CH:18]=2)=[O:16])[CH:12]=[CH:13][CH:14]=1)C1C=CC=CC=1>[Pd].CO.O1CCCC1>[Cl:26][C:23]1[CH:24]=[C:25]2[C:17]([C:15]([C:11]3[CH:12]=[CH:13][CH:14]=[C:9]([OH:8])[C:10]=3[O:27][CH2:28][CH:29]3[CH2:31][CH2:30]3)=[O:16])=[CH:18][NH:19][C:20]2=[N:21][CH:22]=1. Procedure details: A mixture of [3-benzyloxy-2-cyclopropylmethoxy-phenyl]-(5-chloro-1H-pyrrolo[2,3-b]pyridin-3-yl)-methanone (132, 0.92 g, 2.13 mmol) and palladium on carbon (100 mg, 10%, 0.5 mmol) in methanol (60 mL) and tetrahydrofuran (60 mL) was stirred under an atmosphere of hydrogen overnight. After filtering off of catalyst and removal of solvent, the residue was purified by silica gel column chromatography eluting with ethyl acetate in hexane to provide the compound as a white solid (133, 236 mg, 32%). Starting materials: [Al+3], ClCCl, [Cl-], [Cl-], [Cl-], Cl, C[N+](=O)[O-], O=C(Cc1ccccc1)OCc1ccccc1. Yields the product O=C(O)Cc1ccccc1. As a reaction SMILES: [Al+3:22].[CH2:18]([Cl:19])[Cl:20].[Cl-:21].[Cl-:23].[Cl-:24].[ClH:25].[N+:26]([CH3:27])([O-:28])=[O:29].[c:1]1([CH2:7][C:8](=[O:9])[O:10][CH2:11][c:12]2[cH:13][cH:14][cH:15][cH:16][cH:17]2)[cH:2][cH:3][cH:4][cH:5][cH:6]1>>[c:1]1([CH2:7][C:8](=[O:9])[OH:10])[cH:2][cH:3][cH:4][cH:5][cH:6]1. Reactants: O=C([O-])[O-], CCO, Cl, O=Cc1cncc(C#Cc2cccc(F)c2)c1, [K+], [K+], CON. Yields the product CON=Cc1cncc(C#Cc2cccc(F)c2)c1. As a reaction SMILES: [C:22](=[O:23])([O-:24])[O-:25].[CH3:28][CH2:29][OH:30].[ClH:18].[F:1][c:2]1[cH:3][c:4]([C:8]#[C:9][c:10]2[cH:11][c:12]([CH:16]=[O:17])[cH:13][n:14][cH:15]2)[cH:5][cH:6][cH:7]1.[K+:26].[K+:27].[O:19]([CH3:20])[NH2:21]>>[F:1][c:2]1[cH:3][c:4]([C:8]#[C:9][c:10]2[cH:11][c:12]([CH:16]=[N:21][O:19][CH3:20])[cH:13][n:14][cH:15]2)[cH:5][cH:6][cH:7]1. The reactants are FC(C(N)=NNC1=CC=C(C=C1)C)(F)F (2,2,2-trifluoro-N′-(4-methylphenyl)ethanehydrazonamide), COC1=CC=C(C(=O)Cl)C=C1 (4-methoxybenzoyl chloride), N1=CC=CC=C1 (pyridine). The solvent is O1CCOCC1 (dioxane). Reaction conditions: time 1 hour. The product is COC1=CC=C(C=C1)C1=NC(=NN1C1=CC=C(C=C1)C)C(F)(F)F (5-(4-methoxyphenyl)-1-(4-methylphenyl)-3-(trifluoromethyl)-1H-1,2,4-triazole). Yield: 39.0%. Reaction SMILES: [F:1][C:2]([F:15])([F:14])[C:3](=[N:5][NH:6][C:7]1[CH:12]=[CH:11][C:10]([CH3:13])=[CH:9][CH:8]=1)[NH2:4].[CH3:16][O:17][C:18]1[CH:26]=[CH:25][C:21]([C:22](Cl)=O)=[CH:20][CH:19]=1.N1C=CC=CC=1>O1CCOCC1>[CH3:16][O:17][C:18]1[CH:26]=[CH:25][C:21]([C:22]2[N:6]([C:7]3[CH:12]=[CH:11][C:10]([CH3:13])=[CH:9][CH:8]=3)[N:5]=[C:3]([C:2]([F:14])([F:15])[F:1])[N:4]=2)=[CH:20][CH:19]=1. Procedure: A mixture of 2,2,2-trifluoro-N′-(4-methylphenyl)ethanehydrazonamide (0.62 g, 2.85 mmol), 4-methoxybenzoyl chloride (584 mg, 3.43 mmol), and pyridine (0.277 mL, 3.43 mmol) in dioxane (6 mL) was refluxed with stirring for 1 hour. After cooling, the solvent was removed under reduced pressure. ethyl acetate-tetrahydrofuran (9:1) and water was poured into the residue and the organic layer was separated, washed with 0.1 N hydrochloric acid, water, and brine, and dried over magnesium sulfate. The solve...